This data is from the Open Reaction Database (ORD), a public repository of structured organic reaction records. The task is: describe an organic reaction: reactants, conditions, products, and yield Reactants: ClCCl, O=C(O)C(F)(F)F, COc1cc(C#N)c([N+](=O)[O-])cc1OCC1CCN(C(=O)OC(C)(C)C)CC1. Yields the product COc1cc(C#N)c([N+](=O)[O-])cc1OCC1CCNCC1. RXN SMILES: [Cl:36][CH2:37][Cl:38].[F:29][C:30]([F:31])([F:32])[C:33]([OH:34])=[O:35].[N+:1](=[O:2])([O-:3])[c:4]1[c:5]([C:6]#[N:7])[cH:8][c:9]([O:27][CH3:28])[c:10]([O:12][CH2:13][CH:14]2[CH2:15][CH2:16][N:17]([C:20]([O:21][C:22]([CH3:23])([CH3:24])[CH3:25])=[O:26])[CH2:18][CH2:19]2)[cH:11]1>>[N+:1](=[O:2])([O-:3])[c:4]1[c:5]([C:6]#[N:7])[cH:8][c:9]([O:27][CH3:28])[c:10]([O:12][CH2:13][CH:14]2[CH2:15][CH2:16][NH:17][CH2:18][CH2:19]2)[cH:11]1. The reactants are FC=1C=CC(=C2CC[C@H](C12)OC1=CC2=C([C@@H](CO2)CC(=O)OC)C=C1)B(O)O ((R)-7-fluoro-1-[(S)-3-methoxycarbonylmethyl-2,3-dihydrobenzofuran-6-yloxy]-2,3-dihydro-1H-inden-4-ylboronic acid), OC=1C=CC2=C(N=C(O2)C)C1 (5-hydroxy-2-methyl-benzoxazole), Intermediate 6. Yields the product COC(C[C@@H]1COC2=C1C=CC(=C2)O[C@@H]2CCC1=C(C=CC(=C21)F)OC=2C=CC1=C(N=C(O1)C)C2)=O ({(S)-6-[(R)-7-Fluoro-4-(2-methyl-benzoxazol-5-yloxy)-indan-1-yloxy]-2,3-dihydro-benzofuran-3-yl}-acetic acid methyl ester). RXN SMILES: [F:1][C:2]1[CH:3]=[CH:4][C:5](B(O)O)=[C:6]2[C:10]=1[C@H:9]([O:11][C:12]1[CH:25]=[CH:24][C:15]3[C@H:16]([CH2:19][C:20]([O:22][CH3:23])=[O:21])[CH2:17][O:18][C:14]=3[CH:13]=1)[CH2:8][CH2:7]2.[OH:29][C:30]1[CH:31]=[CH:32][C:33]2[O:37][C:36]([CH3:38])=[N:35][C:34]=2[CH:39]=1>>[CH3:23][O:22][C:20](=[O:21])[CH2:19][C@H:16]1[C:15]2[CH:24]=[CH:25][C:12]([O:11][C@H:9]3[C:10]4[C:6](=[C:5]([O:29][C:30]5[CH:31]=[CH:32][C:33]6[O:37][C:36]([CH3:38])=[N:35][C:34]=6[CH:39]=5)[CH:4]=[CH:3][C:2]=4[F:1])[CH2:7][CH2:8]3)=[CH:13][C:14]=2[O:18][CH2:17]1. Procedure details: The title compound is prepared from (R)-7-fluoro-1-[(S)-3-methoxycarbonylmethyl-2,3-dihydrobenzofuran-6-yloxy]-2,3-dihydro-1H-inden-4-ylboronic acid and 5-hydroxy-2-methyl-benzoxazole following a procedure analogous to that described for Intermediate 6. LC (method 10): tR=0.85 min; Mass spectrum (ESI+): m/z=490 [M+H]+.